From a dataset of the Open Reaction Database (ORD), a public repository of structured organic reaction records. describe an organic reaction: reactants, conditions, products, and yield The reactants are N1=CC=CC=C1 (Pyridine), C(CC(=O)O)(=O)O (Malonic acid), ClCC(\C=C\Cl)=O (trans 1,4-dichlorobut-3-en-2-one). Reagents/catalysts: [Ti](Cl)(Cl)(Cl)Cl (Titanium tetrachloride). Run in C(Cl)(Cl)(Cl)Cl (carbon tetrachloride), C1CCOC1 (THF), C1CCOC1 (THF), O (water), C1CCOC1 (THF). Reaction conditions: time 3 hour. Yields the product C(=O)(O)C(C(=O)O)=C(\C=C/Cl)CCl (4-cis 2-carboxy-5-chloro-3-chloromethyl penta-2,4-dienoic acid). Yield: 15.6%. As a reaction SMILES: [C:1]([OH:7])(=[O:6])[CH2:2][C:3]([OH:5])=[O:4].[Cl:8][CH2:9][C:10](=O)/[CH:11]=[CH:12]/[Cl:13].N1C=CC=CC=1>C(Cl)(Cl)(Cl)Cl.C1COCC1.O.[Ti](Cl)(Cl)(Cl)Cl>[C:3]([C:2](=[C:11]([CH2:12][Cl:13])/[CH:10]=[CH:9]\[Cl:8])[C:1]([OH:7])=[O:6])([OH:5])=[O:4]. Reported procedure: Titanium tetrachloride (2.5 ml., 25 mmol) in carbon tetrachloride (7.5 ml) was added to THF (60 ml) at 0° C. Malonic acid (1.0 g., 10 mmol) and trans 1,4-dichlorobut-3-en-2-one (1.4 g., 10 mmol) in THF (10 ml) was added. Pyridine (3.3 ml., 40 mmol) in THF (10 ml) was added dropwise over fifteen minutes at 0° C. The reaction mixture was stirred at room temperature for three hours, diluted with water (50 ml) and extracted with ether (50 ml., 2×25 ml). The extracts were washed with brine, N sodium ... Reaction SMILES: [CH3:10][S:11]([Cl:12])(=[O:13])=[O:14].[NH2:1][c:2]1[cH:3][cH:4][c:5]([C:8]#[N:9])[n:6][cH:7]1.[cH:15]1[cH:16][cH:17][n:18][cH:19][cH:20]1>>[NH:1]([c:2]1[cH:3][cH:4][c:5]([C:8]#[N:9])[n:6][cH:7]1)[S:11]([CH3:10])(=[O:13])=[O:14]. Yields the product CS(=O)(=O)Nc1ccc(C#N)nc1. Starting materials: CS(=O)(=O)Cl, N#Cc1ccc(N)cn1, c1ccncc1.